Dataset: the Open Reaction Database (ORD), a public repository of structured organic reaction records. Task: describe an organic reaction: reactants, conditions, products, and yield Yields the product COc1ccc(C2(C)COCC(C#N)N2)cc1. Reactants: [Al+3], O=C([O-])O, COc1ccc(C2(C)COCC(=O)N2)cc1, CC(=O)O, CCOC(C)=O, [H-], [H-], [H-], [H-], N#C[K], [Li+], [Na+], C1CCOC1. As a reaction SMILES: [Al+3:2].[C:37](=[O:38])([OH:39])[O-:40].[CH3:13][O:14][c:15]1[cH:16][cH:17][c:18]([C:21]2([CH3:28])[NH:22][C:23](=[O:27])[CH2:24][O:25][CH2:26]2)[cH:19][cH:20]1.[CH3:42][C:43](=[O:44])[OH:45].[CH3:7][CH2:8][O:9][C:10](=[O:11])[CH3:12].[H-:1].[H-:4].[H-:5].[H-:6].[K:29][C:30]#[N:31].[Li+:3].[Na+:41].[O:32]1[CH2:33][CH2:34][CH2:35][CH2:36]1>>[CH3:13][O:14][c:15]1[cH:16][cH:17][c:18]([C:21]2([CH3:28])[NH:22][CH:23]([C:30]#[N:31])[CH2:24][O:25][CH2:26]2)[cH:19][cH:20]1. Starting materials: O=C([O-])[O-], O=C(O)c1cnc(NCc2ccccc2)c(Br)c1, O=CO, OB(O)c1ccc(Cl)cc1, [Na+], [Na+], C1COCCO1, O. Product: O=C(O)c1cnc(NCc2ccccc2)c(-c2ccc(Cl)cc2)c1. RXN SMILES: [C:29](=[O:30])([O-:31])[O-:32].[CH2:1]([c:2]1[cH:3][cH:4][cH:5][cH:6][cH:7]1)[NH:8][c:9]1[n:10][cH:11][c:12]([C:13](=[O:14])[OH:15])[cH:16][c:17]1[Br:18].[CH:35]([OH:36])=[O:37].[Cl:19][c:20]1[cH:21][cH:22][c:23]([B:26]([OH:27])[OH:28])[cH:24][cH:25]1.[Na+:33].[Na+:34].[O:39]1[CH2:40][CH2:41][O:42][CH2:43][CH2:44]1.[OH2:38]>>[CH2:1]([c:2]1[cH:3][cH:4][cH:5][cH:6][cH:7]1)[NH:8][c:9]1[n:10][cH:11][c:12]([C:13](=[O:14])[OH:15])[cH:16][c:17]1-[c:23]1[cH:22][cH:21][c:20]([Cl:19])[cH:25][cH:24]1. The reactants are C(C)OC(CN=C(C1=CC=CC=C1)C1=CC=CC=C1)=O (N-diphenylmethylene glycine ethyl ester), S(=O)(=O)(O)C1=CC=C(C)C=C1.S(=O)(=O)(O)C1=CC=C(C)C=C1.OC[C@@H]1O[C@@H](CC1)CO (cis-2,5-bis(hydroxymethyl)-tetrahydrofuran ditosylate), [H-].[Na+] (sodium hydride). Run in CN(C=O)C (N,N-dimethylformamide), CN(C=O)C (N,N-dimethylformamide), CN(C=O)C (N,N-dimethylformamide). Reaction conditions: time 30 minute. The product is C(C)OC(=O)C1(CC2CCC(C1)O2)N=C(C2=CC=CC=C2)C2=CC=CC=C2 (3-(Benzhydrylideneamino)-8-oxabicyclo[3.2.1]octane-3-carboxylic Acid Ethyl Ester). Reaction SMILES: [H-].[Na+].[CH2:3]([O:5][C:6](=[O:22])[CH2:7][N:8]=[C:9]([C:16]1[CH:21]=[CH:20][CH:19]=[CH:18][CH:17]=1)[C:10]1[CH:15]=[CH:14][CH:13]=[CH:12][CH:11]=1)[CH3:4].S(C1C=CC(C)=CC=1)(O)(=O)=O.S(C1C=CC(C)=CC=1)(O)(=O)=O.O[CH2:46][C@H:47]1[CH2:51][CH2:50][C@@H:49]([CH2:52]O)[O:48]1>CN(C)C=O>[CH2:3]([O:5][C:6]([C:7]1([N:8]=[C:9]([C:16]2[CH:21]=[CH:20][CH:19]=[CH:18][CH:17]=2)[C:10]2[CH:11]=[CH:12][CH:13]=[CH:14][CH:15]=2)[CH2:52][CH:49]2[O:48][CH:47]([CH2:51][CH2:50]2)[CH2:46]1)=[O:22])[CH3:4] |f:0.1,3.4.5|. Reported procedure: To a suspension of sodium hydride (0.41 grams, 17.1 mmole) in N,N-dimethylformamide (50 mL) at 0° C. was added dropwise a solution of N-diphenylmethylene glycine ethyl ester (2.07 grams, 7.8 mmol) in N,N-dimethylformamide (50 mL). After stirring for 30 minutes at room temperature, a solution of cis-2,5-bis(hydroxymethyl)-tetrahydrofuran ditosylate (4.1 grams, 9.3 mmole) in N,N-dimethylformamide (50 mL) was added dropwise. The reaction mixture was gradually heated to 100° C. in an oil bath and st... The reactants are BrC=1C(=NN(C1C)CCCC)C#N (4-bromo-1-butyl-5-methyl-1H-pyrazole-3-carbonitrile), Cl.NC1=C(C=CC=C1)B(O)O (2-aminophenylboronic acid hydrochloride). Reagents/catalysts: C(C)(=O)[O-].[Pd+2].C(C)(=O)[O-] (Palladium (II) acetate). Run in C1(=CC=CC=C1)C (toluene). The product is NC1=C(C=CC=C1)C=1C(=NN(C1C)CCCC)C#N (4-(2-aminophenyl)-1-butyl-5-methyl-1H-pyrazole-3-carbonitrile). The yield is 124.6%. RXN SMILES: Br[C:2]1[C:3]([C:12]#[N:13])=[N:4][N:5]([CH2:8][CH2:9][CH2:10][CH3:11])[C:6]=1[CH3:7].Cl.[NH2:15][C:16]1[CH:21]=[CH:20][CH:19]=[CH:18][C:17]=1B(O)O>C1(C)C=CC=CC=1.C([O-])(=O)C.[Pd+2].C([O-])(=O)C>[NH2:15][C:16]1[CH:21]=[CH:20][CH:19]=[CH:18][C:17]=1[C:2]1[C:3]([C:12]#[N:13])=[N:4][N:5]([CH2:8][CH2:9][CH2:10][CH3:11])[C:6]=1[CH3:7] |f:1.2,4.5.6|. Reported procedure: A modification of the method described in Part G of Examples 1-4 was used to couple 4-bromo-1-butyl-5-methyl-1H-pyrazole-3-carbonitrile (2.42 g, 10.0 mmol) and 2-aminophenylboronic acid hydrochloride (2.43 g, 14.0 mmol). Palladium (II) acetate was added as a 5 mg/mL solution in toluene (1.3 mL). The reaction was heated under nitrogen for 17 hours and combined with the product mixture from another run before being subjected to the work-up procedure. The crude product was purified by chromatograph... Starting materials: C(#N)CC(=O)OC(C)(C)C (tert-Butyl cyanoacetate), ON (hydroxyamine). Solvent: C(C)O (ethanol), C(C)(=O)OCC (ethyl acetate). Conditions: time 5 hour. Yields the product NC(CC(=O)OC(C)(C)C)=NO (tert-butyl 3-amino-3-(hydroxyimino)propanoate). Yield: 67.0%. As a reaction SMILES: [C:1]([CH2:3][C:4]([O:6][C:7]([CH3:10])([CH3:9])[CH3:8])=[O:5])#[N:2].[OH:11][NH2:12]>C(O)C.C(OCC)(=O)C>[NH2:2][C:1](=[N:12][OH:11])[CH2:3][C:4]([O:6][C:7]([CH3:10])([CH3:9])[CH3:8])=[O:5]. Procedure details: tert-Butyl cyanoacetate (1.0 g) was dissolved in ethanol (10 mL), and aqueous hydroxyamine solution (50%, 0.5 mL) was added dropwise under ice-cooling. After stirring at room temperature for 5 hr, the mixture was diluted with ethyl acetate, and washed with brine, and the organic layer was dried over sodium sulfate. The solvent was evaporated under reduced pressure and ethyl acetate-hexane was added. The resulting precipitate was collected by filtration to give the object product (820 mg, 67%). Reactants: Br.Br.C(C1=CC=CC=C1)N1C[C@@H]2NC[C@H]1C2 ((1R,4R)-6-benzyl-3,6-diazabicyclo[2.2.1]heptane dihydrobromide), ClC=1C=CC=2N(N1)C(=NN2)C(F)(F)F (6-chloro-3-(trifluoromethyl)-[1,2,4]triazolo[4,3-b]pyridazine). Product: C(C1=CC=CC=C1)N1C2CN(C(C1)C2)C=2C=CC=1N(N2)C(=NN1)C(F)(F)F (6-(5-benzyl-2,5-diazabicyclo[2.2.1]heptan-2-yl)-3-(trifluoromethyl)-[1,2,4]triazolo[4,3-b]pyridazine). Reaction SMILES: Br.Br.[CH2:3]([N:10]1[C@@H:15]2[CH2:16][C@@H:12]([NH:13][CH2:14]2)[CH2:11]1)[C:4]1[CH:9]=[CH:8][CH:7]=[CH:6][CH:5]=1.Cl[C:18]1[CH:19]=[CH:20][C:21]2[N:22]([C:24]([C:27]([F:30])([F:29])[F:28])=[N:25][N:26]=2)[N:23]=1>>[CH2:3]([N:10]1[CH2:11][CH:12]2[CH2:16][CH:15]1[CH2:14][N:13]2[C:18]1[CH:19]=[CH:20][C:21]2[N:22]([C:24]([C:27]([F:28])([F:30])[F:29])=[N:25][N:26]=2)[N:23]=1)[C:4]1[CH:5]=[CH:6][CH:7]=[CH:8][CH:9]=1 |f:0.1.2|. Procedure details: A mixture of (1R,4R)-6-benzyl-3,6-diazabicyclo[2.2.1]heptane dihydrobromide and 6-chloro-3-(trifluoromethyl)-[1,2,4]triazolo[4,3-b]pyridazine was allowed to react by General Synthetic Method 4. The crude product was purified by hplc using a Waters XBridge Prep C18 OBD column (5μ silica, 19 mm diameter, 100 mm length) eluted with decreasingly polar mixtures of water (containing 0.2% aqueous ammonia) and acetonitrile as eluents to give 6-(5-benzyl-2,5-diazabicyclo[2.2.1]heptan-2-yl)-3-(trifluorome... Reactants: Cl (HCl), N([C@@H](CCCNC(N[N+](=O)[O-])=N)C(=O)O)C(=O)OC(C)(C)C (Boc-Arg(NO2)-OH), CN1CCOCC1 (N-methylmorpholine), OC1=CC=CC=2NN=NC21 (hydroxybenztriazole), N([C@@H]([C@@H](C)CC)C(=O)N[C@@H](CC(OCC1=CC=CC=C1)=O)C(=O)N[C@@H](CCCNC(N[N+](=O)[O-])=N)C(=O)N[C@@H]([C@@H](C)CC)C(=O)NCC(=O)OC)C(=O)OC(C)(C)C (Boc-Ile-Asp(Bzl)-Arg(NO2)-Ile-Gly-OCH3). Solvent: CN(C)C=O (DMF), C(CCl)Cl (EDC). Product: N([C@@H](CCCNC(N[N+](=O)[O-])=N)C(=O)N[C@@H]([C@@H](C)CC)C(=O)N[C@@H](CC(OCC1=CC=CC=C1)=O)C(=O)N[C@@H](CCCNC(N[N+](=O)[O-])=N)C(=O)N[C@@H]([C@@H](C)CC)C(=O)NCC(=O)OC)C(=O)OC(C)(C)C (Boc-Arg(NO2)-Ile-Asp(Bzl)-Arg(NO2)-Ile-Gly-OCH3). RXN SMILES: Cl.[NH:2]([C:17]([O:19][C:20]([CH3:23])([CH3:22])[CH3:21])=[O:18])[C@H:3]([C:14]([OH:16])=O)[CH2:4][CH2:5][CH2:6][NH:7][C:8](=[NH:13])[NH:9][N+:10]([O-:12])=[O:11].CN1CCOCC1.OC1C2N=NNC=2C=CC=1.[NH:41](C(OC(C)(C)C)=O)[C@H:42]([C:47]([NH:49][C@H:50]([C:62]([NH:64][C@H:65]([C:76]([NH:78][C@H:79]([C:84]([NH:86][CH2:87][C:88]([O:90][CH3:91])=[O:89])=[O:85])[C@H:80]([CH2:82][CH3:83])[CH3:81])=[O:77])[CH2:66][CH2:67][CH2:68][NH:69][C:70](=[NH:75])[NH:71][N+:72]([O-:74])=[O:73])=[O:63])[CH2:51][C:52](=[O:61])[O:53][CH2:54][C:55]1[CH:60]=[CH:59][CH:58]=[CH:57][CH:56]=1)=[O:48])[C@H:43]([CH2:45][CH3:46])[CH3:44]>CN(C=O)C.C(Cl)CCl>[NH:2]([C:17]([O:19][C:20]([CH3:23])([CH3:22])[CH3:21])=[O:18])[C@H:3]([C:14]([NH:41][C@H:42]([C:47]([NH:49][C@H:50]([C:62]([NH:64][C@H:65]([C:76]([NH:78][C@H:79]([C:84]([NH:86][CH2:87][C:88]([O:90][CH3:91])=[O:89])=[O:85])[C@H:80]([CH2:82][CH3:83])[CH3:81])=[O:77])[CH2:66][CH2:67][CH2:68][NH:69][C:70](=[NH:75])[NH:71][N+:72]([O-:74])=[O:73])=[O:63])[CH2:51][C:52](=[O:61])[O:53][CH2:54][C:55]1[CH:56]=[CH:57][CH:58]=[CH:59][CH:60]=1)=[O:48])[C@H:43]([CH2:45][CH3:46])[CH3:44])=[O:16])[CH2:4][CH2:5][CH2:6][NH:7][C:8](=[NH:13])[NH:9][N+:10]([O-:12])=[O:11]. Reported procedure: A sample HCl salt 13 and about 1.2 molar equivalents of Boc-Arg(NO2)-OH are mixed in DMF with N-methylmorpholine and hydroxybenztriazole; the solution is then treated with EDC and, after 3 h, the reaction is worked up exactly as described for pentapeptide (12) to give the compound (14) as a white solid.